This data is from the Open Reaction Database (ORD), a public repository of structured organic reaction records. The task is: describe an organic reaction: reactants, conditions, products, and yield Starting materials: C(C1=CC=CC=C1)NC(NC(CC(=O)O)(C)C)=O (3-(3-benzylureido)-3-methylbutanoic acid), N[C@H](C(=O)N(CC1=CC=CC2=CC=CC=C12)CC(OCC)OCC)CC1=CC=C(C=C1)OC(C)(C)C ((S)-2-amino-3-(4-tert-butoxyphenyl)-N-(2,2-diethoxyethyl)-N-(naphthalen-1-ylmethyl)propanamide). Product: C(C1=CC=CC=C1)NC(NC(CC(=O)N[C@H](C(=O)N(CC1=CC=CC2=CC=CC=C12)CC(OCC)OCC)CC1=CC=C(C=C1)OC(C)(C)C)(C)C)=O ((S)-3-(3-benzylureido)-N-(3-(4-tert-butoxyphenyl)-1-((2,2-diethoxyethyl)(naphthalen-1-ylmethyl)amino)-1-oxopropan-2-yl)-3-methylbutanamide). The yield is 88.6%. RXN SMILES: [CH2:1]([NH:8][C:9](=[O:18])[NH:10][C:11]([CH3:17])([CH3:16])[CH2:12][C:13]([OH:15])=O)[C:2]1[CH:7]=[CH:6][CH:5]=[CH:4][CH:3]=1.[NH2:19][C@@H:20]([CH2:43][C:44]1[CH:49]=[CH:48][C:47]([O:50][C:51]([CH3:54])([CH3:53])[CH3:52])=[CH:46][CH:45]=1)[C:21]([N:23]([CH2:35][CH:36]([O:40][CH2:41][CH3:42])[O:37][CH2:38][CH3:39])[CH2:24][C:25]1[C:34]2[C:29](=[CH:30][CH:31]=[CH:32][CH:33]=2)[CH:28]=[CH:27][CH:26]=1)=[O:22]>>[CH2:1]([NH:8][C:9](=[O:18])[NH:10][C:11]([CH3:17])([CH3:16])[CH2:12][C:13]([NH:19][C@@H:20]([CH2:43][C:44]1[CH:49]=[CH:48][C:47]([O:50][C:51]([CH3:53])([CH3:52])[CH3:54])=[CH:46][CH:45]=1)[C:21]([N:23]([CH2:35][CH:36]([O:40][CH2:41][CH3:42])[O:37][CH2:38][CH3:39])[CH2:24][C:25]1[C:34]2[C:29](=[CH:30][CH:31]=[CH:32][CH:33]=2)[CH:28]=[CH:27][CH:26]=1)=[O:22])=[O:15])[C:2]1[CH:3]=[CH:4][CH:5]=[CH:6][CH:7]=1. Procedure details: According to the procedure described in the synthesis method of Compound II-1, 3-(3-benzylureido)-3-methylbutanoic acid (Compound VI-2) (170 mg, 0.68 mmol) was coupled with (S)-2-amino-3-(4-tert-butoxyphenyl)-N-(2,2-diethoxyethyl)-N-(naphthalen-1-ylmethyl)propanamide (Compound IV-2) (223 mg, 0.45 mmol) and the obtained residue was purified by silica gel column chromatography (eluent: n-hexane:ethylacetate=50:50 to 0:100) to obtain the title compound (289 mg, 89%). The reactants are CC(C)CC(C#N)CC(=O)[O-], CC(C)O, [H][H], [K+], [K+], [OH-], O. The product is CC(C)CC(CN)CC(=O)O. As a reaction SMILES: [C:1](#[N:2])[CH:3]([CH2:4][C:5](=[O:6])[O-:7])[CH2:8][CH:9]([CH3:10])[CH3:11].[CH:18]([OH:19])([CH3:20])[CH3:21].[H:16][H:17].[K+:12].[K+:15].[OH-:14].[OH2:13]>>[CH2:1]([NH2:2])[CH:3]([CH2:4][C:5](=[O:6])[OH:7])[CH2:8][CH:9]([CH3:10])[CH3:11]. Reactants: ClCCl, CSCc1cc2c(cn1)[nH]c1ccccc12, O=C(OO)c1cccc(Cl)c1. The product is CS(=O)Cc1cc2c(cn1)[nH]c1ccccc12. As a reaction SMILES: [CH2:28]([Cl:29])[Cl:30].[CH3:1][S:2][CH2:3][c:4]1[n:5][cH:6][c:7]2[nH:8][c:9]3[cH:10][cH:11][cH:12][cH:13][c:14]3[c:15]2[cH:16]1.[Cl:17][c:18]1[cH:19][cH:20][cH:21][c:22]([C:23]([O:24][OH:26])=[O:25])[cH:27]1>>[CH3:1][S:2]([CH2:3][c:4]1[n:5][cH:6][c:7]2[nH:8][c:9]3[cH:10][cH:11][cH:12][cH:13][c:14]3[c:15]2[cH:16]1)=[O:25]. The reactants are CCN=C=O, C1CCOC1, O, O=C1Cc2c(CCO)cccc2N1. Yields the product CCNC(=O)OCCc1cccc2c1CC(=O)N2. As a reaction SMILES: [CH2:1]([CH3:2])[N:3]=[C:4]=[O:5].[O:20]1[CH2:21][CH2:22][CH2:23][CH2:24]1.[OH2:19].[OH:6][CH2:7][CH2:8][c:9]1[c:10]2[c:14]([cH:15][cH:16][cH:17]1)[NH:13][C:12](=[O:18])[CH2:11]2>>[CH2:1]([CH3:2])[NH:3][C:4](=[O:5])[O:6][CH2:7][CH2:8][c:9]1[c:10]2[c:14]([cH:15][cH:16][cH:17]1)[NH:13][C:12](=[O:18])[CH2:11]2. The reactants are C(C)(C)(C)N1N=C(C=C1C1=CC=C(C=C1)OC)CCC=O (3-(1-tert-butyl-5-(4-methoxyphenyl)-1H-pyrazol-3-yl)propanal), [BH-](OC(=O)C)(OC(=O)C)OC(=O)C.[Na+] (NaBH(OAc)3), COC1=CC=C(C=C1)N1CCNCC1 (1-(4-methoxyphenyl)piperazine), CCN(C(C)C)C(C)C (DIPEA). Yields the product C(C)(C)(C)N1N=C(C=C1C1=CC=C(C=C1)OC)CCCN1CCN(CC1)C1=CC=C(C=C1)OC (1-(3-(1-tert-butyl-5-(4-methoxyphenyl)-1H-pyrazol-3-yl)propyl)-4-(4-methoxyphenyl)piperazine). RXN SMILES: [C:1]([N:5]1[C:9]([C:10]2[CH:15]=[CH:14][C:13]([O:16][CH3:17])=[CH:12][CH:11]=2)=[CH:8][C:7]([CH2:18][CH2:19][CH:20]=O)=[N:6]1)([CH3:4])([CH3:3])[CH3:2].[CH3:22][O:23][C:24]1[CH:29]=[CH:28][C:27]([N:30]2[CH2:35][CH2:34][NH:33][CH2:32][CH2:31]2)=[CH:26][CH:25]=1.CCN(C(C)C)C(C)C.[BH-](OC(C)=O)(OC(C)=O)OC(C)=O.[Na+]>>[C:1]([N:5]1[C:9]([C:10]2[CH:11]=[CH:12][C:13]([O:16][CH3:17])=[CH:14][CH:15]=2)=[CH:8][C:7]([CH2:18][CH2:19][CH2:20][N:33]2[CH2:34][CH2:35][N:30]([C:27]3[CH:26]=[CH:25][C:24]([O:23][CH3:22])=[CH:29][CH:28]=3)[CH2:31][CH2:32]2)=[N:6]1)([CH3:4])([CH3:3])[CH3:2] |f:3.4|. Reported procedure: 107 mg (73%) of target compound was obtained by using a method same as in Example 1 by using 3-(1-tert-butyl-5-(4-methoxyphenyl)-1H-pyrazol-3-yl)propanal (85 mg, 0.297 mmol), 1-(4-methoxyphenyl)piperazine (57 mg, 0.297 mmol), DIPEA (0.078 mL, 0.446 mmol) and NaBH(OAc)3 (189 mg, 0.891 mmol).